This data is from the Open Reaction Database (ORD), a public repository of structured organic reaction records. The task is: describe an organic reaction: reactants, conditions, products, and yield Reactants: BrB(Br)Br, COCc1ncnc(N2CCCCC2)c1C, ClCCl, [Na+], [OH-]. Yields the product Cc1c(CO)ncnc1N1CCCCC1. RXN SMILES: [B:1]([Br:2])([Br:3])[Br:4].[CH3:5][O:6][CH2:7][c:8]1[n:9][cH:10][n:11][c:12]([N:15]2[CH2:16][CH2:17][CH2:18][CH2:19][CH2:20]2)[c:13]1[CH3:14].[Cl:23][CH2:24][Cl:25].[Na+:22].[OH-:21]>>[OH:6][CH2:7][c:8]1[n:9][cH:10][n:11][c:12]([N:15]2[CH2:16][CH2:17][CH2:18][CH2:19][CH2:20]2)[c:13]1[CH3:14]. Starting materials: COC1=C(C(=O)CCCCCCCCC(=O)O)C(=CC(=C1OC)OC)C (9-(2',3',4'-Trimethoxy-6'-methylbenzoyl)nonanoic acid), O (water), zinc amalgam, OO (hydrogen peroxide). Run in C(C)(=O)O (acetic acid). Product: COC=1C(C(=C(C(C1OC)=O)C)CCCCCCCCCC(=O)O)=O (2,3-dimethoxy-5-methyl-6-(9'-carboxynonyl)-1,4-benzoquinone). RXN SMILES: C[O:2][C:3]1[C:21]([O:22][CH3:23])=[C:20]([O:24][CH3:25])[CH:19]=[C:18]([CH3:26])[C:4]=1[C:5]([CH2:7][CH2:8][CH2:9][CH2:10][CH2:11][CH2:12][CH2:13][CH2:14][C:15]([OH:17])=[O:16])=O.[OH:27]O.O>C(O)(=O)C>[CH3:23][O:22][C:21]1[C:3](=[O:2])[C:4]([CH2:5][CH2:7][CH2:8][CH2:9][CH2:10][CH2:11][CH2:12][CH2:13][CH2:14][C:15]([OH:17])=[O:16])=[C:18]([CH3:26])[C:19](=[O:27])[C:20]=1[O:24][CH3:25]. Procedure: 9-(2',3',4'-Trimethoxy-6'-methylbenzoyl)nonanoic acid (formula II-1 wherein R=Y=H3CO, X=H, n=8, in the free form) (0.09 part) was reduced with zinc amalgam (0.2 part) by a procedure similar to that described in Example 10 and oxidized with 30% hydrogen peroxide (10 volume parts) in acetic acid. Following the addition of water, the reaction mixture was extracted with diethyl ether (500 volume parts) and the extract was washed with water and dried. The ether was then removed by distillation. The p... Reactants: C1COCCO1, CCOC(C)=O, CC1CN(C(=O)c2ccc(Sc3ccc(NC(=O)OCC(Cl)(Cl)Cl)cc3)c(Nc3ncnc4nc(C(C)C)ccc34)c2)CC(C)O1, Cl, [Na+], [OH-], O. Yields the product CC1CN(C(=O)c2ccc(Sc3ccc(N)cc3)c(Nc3ncnc4nc(C(C)C)ccc34)c2)CC(C)O1. Reaction SMILES: [CH2:50]1[O:51][CH2:52][CH2:53][O:54][CH2:55]1.[CH3:57][CH2:58][O:59][C:60](=[O:61])[CH3:62].[Cl:1][C:2]([Cl:3])([Cl:4])[CH2:5][O:44][C:45]([NH:6][c:7]1[cH:8][cH:9][c:10]([S:13][c:14]2[c:15]([NH:30][c:31]3[c:32]4[c:33]([n:34][cH:35][n:36]3)[n:37][c:38]([CH:41]([CH3:42])[CH3:43])[cH:39][cH:40]4)[cH:16][c:17]([C:20](=[O:21])[N:22]3[CH2:23][CH:24]([CH3:29])[O:25][CH:26]([CH3:28])[CH2:27]3)[cH:18][cH:19]2)[cH:11][cH:12]1)=[O:46].[ClH:49].[Na+:48].[OH-:47].[OH2:56]>>[NH2:6][c:7]1[cH:8][cH:9][c:10]([S:13][c:14]2[c:15]([NH:30][c:31]3[c:32]4[c:33]([n:34][cH:35][n:36]3)[n:37][c:38]([CH:41]([CH3:42])[CH3:43])[cH:39][cH:40]4)[cH:16][c:17]([C:20](=[O:21])[N:22]3[CH2:23][CH:24]([CH3:29])[O:25][CH:26]([CH3:28])[CH2:27]3)[cH:18][cH:19]2)[cH:11][cH:12]1.